This data is from the Open Reaction Database (ORD), a public repository of structured organic reaction records. The task is: describe an organic reaction: reactants, conditions, products, and yield The reactants are C[C@H]([C@H]1C(=O)N[C@@H](CSSC[C@@H](C(=O)N[C@H](C(=O)N[C@@H](C(=O)N[C@H](C(=O)N1)CCCCN)CC2=CNC3=C2C=CC=C3)CC=4C=CC=CC4)NC(=O)[C@@H](CC=5C=CC=CC5)N)C(=O)N[C@H](CO)[C@@H](C)O)O.C=1C=CC=2C(C1)=CC(=C(C2CC3=C4C=CC=CC4=CC(=C3O)C(=O)O)O)C(=O)O (Octreotide pamoate), PLGA. Run in C(C1=CC=CC=C1)O (benzyl alcohol), CCOC(=O)C (EtOAc), in-water. Conditions: time 4 hour. The product is C=1C=CC=2C(C1)=CC(=C(C2CC3=C4C=CC=CC4=CC(=C3O)C(=O)O)O)C(=O)O (Pamoic Acid). Reaction SMILES: C[C@@H](O)[C@@H]1NC(=O)[C@H](CCCCN)NC(=O)[C@@H](CC2C3C=CC=CC=3NC=2)NC(=O)[C@H](CC2C=CC=CC=2)NC(=O)[C@@H](NC([C@H](N)CC2C=CC=CC=2)=O)CSSC[C@@H](C(N[C@@H]([C@H](O)C)CO)=O)NC1=O.[CH:72]1[CH:73]=[CH:74][C:75]2[C:76](=[CH:78][C:79]([C:98]([OH:100])=[O:99])=[C:80]([OH:97])[C:81]=2[CH2:82][C:83]2[C:92]([OH:93])=[C:91]([C:94]([OH:96])=[O:95])[CH:90]=[C:89]3[C:84]=2[CH:85]=[CH:86][CH:87]=[CH:88]3)[CH:77]=1>CCOC(C)=O.C(O)C1C=CC=CC=1>[CH:72]1[CH:73]=[CH:74][C:75]2[C:76](=[CH:78][C:79]([C:98]([OH:100])=[O:99])=[C:80]([OH:97])[C:81]=2[CH2:82][C:83]2[C:92]([OH:93])=[C:91]([C:94]([OH:96])=[O:95])[CH:90]=[C:89]3[C:84]=2[CH:85]=[CH:86][CH:87]=[CH:88]3)[CH:77]=1 |f:0.1|. Procedure: Microparticle formulations (Table 5, Q-W) were prepared by an oil-in-water emulsion/solvent extraction method. PLGA polymer (MW 24,000, 180 mg) was dissolved in EtOAc (1000 μL). Octreotide pamoate (20 or 40 mg) was dissolved in benzyl alcohol (BnOH, 1000 μL) and added to the polymer solution yielding a homogeneous organic phase. The resulting organic phase was combined with a 1% PVA aqueous phase in a ratio of 1:2 to provide an emulsion. The emulsion was collected directly into a 0.3% PVA solven...